Dataset: the Open Reaction Database (ORD), a public repository of structured organic reaction records. Task: describe an organic reaction: reactants, conditions, products, and yield Starting materials: N1=C(C=CC=C1)SSCCCC(=O)O (4-(pyridin-2-yldisulfanyl)butanoic acid), S(O)(=O)(=O)Cl (sulfurochloridic acid), S(O)(=O)(=O)Cl (sulfurochloridic acid), C(C)N(C(C)C)C(C)C (N-ethyl-N-isopropylpropan-2-amine), C(=O)([O-])[O-].[Na+].[Na+] (Na2CO3), OP(=O)(O)O (H3PO4). Reaction conditions: temperature 75 celsius, time 45 minute. Yields the product N1=C(C=CC=C1)SSCCC(C(=O)O)S(=O)(=O)O (4-(pyridin-2-yldisulfanyl)-2-sulfobutanoic acid). Isolated yield 44.2%. Reaction SMILES: [N:1]1[CH:6]=[CH:5][CH:4]=[CH:3][C:2]=1[S:7][S:8][CH2:9][CH2:10][CH2:11][C:12]([OH:14])=[O:13].[S:15](Cl)(=[O:18])(=[O:17])[OH:16].C(N(C(C)C)C(C)C)C.C([O-])([O-])=O.[Na+].[Na+].OP(O)(O)=O>>[N:1]1[CH:6]=[CH:5][CH:4]=[CH:3][C:2]=1[S:7][S:8][CH2:9][CH2:10][CH:11]([S:15]([OH:18])(=[O:17])=[O:16])[C:12]([OH:14])=[O:13] |f:3.4.5|. Procedure details: Alternative procedure: 4-(pyridin-2-yldisulfanyl)butanoic acid (106 mg, 0.462 mmol) was coevaporated with 1,2-dichloreoethane (2×5 ml), redissolved in 5 ml of 1,2-dichloreoethane and placed in a preheated 75° C. oil bath. To this solution, sulfurochloridic acid (154 μL, 2.311 mmol) and N-ethyl-N-isopropylpropan-2-amine (161 μL, 0.924 mmol) were added. The mixture was placed in the pre-heated 75° C. oil bath for 45 min. Another portion of sulfurochloridic acid (45 μL, 0.675 mmol) was added and th... The reactants are C(C)(C)(C)N=NC1(CCCCC1)N=C=O (1-t-butylazo-1-isocyanatocyclohexane), C(CN)N (ethylenediamine). Solvent: CCCCC (pentane), CCCCC (pentane), CCCCC (pentane). Conditions: time 3 hour. Reaction SMILES: [C:1]([N:5]=[N:6][C:7]1([N:13]=[C:14]=[O:15])[CH2:12][CH2:11][CH2:10][CH2:9][CH2:8]1)([CH3:4])([CH3:3])[CH3:2].[CH2:16]([NH2:19])[CH2:17][NH2:18]>CCCCC>[CH2:16]([NH:19][C:14]([NH:13][C:7]1([N:6]=[N:5][C:1]([CH3:4])([CH3:3])[CH3:2])[CH2:12][CH2:11][CH2:10][CH2:9][CH2:8]1)=[O:15])[CH2:17][NH:18][C:14]([NH:13][C:7]1([N:6]=[N:5][C:1]([CH3:4])([CH3:2])[CH3:3])[CH2:12][CH2:11][CH2:10][CH2:9][CH2:8]1)=[O:15]. The product is C(CNC(=O)NC1(CCCCC1)N=NC(C)(C)C)NC(=O)NC1(CCCCC1)N=NC(C)(C)C (1,1'-Ethylenebis[3-(1-t-butylazocyclohexyl)urea]). Procedure: To 8.4 grams (0.0402 moles) of 1-t-butylazo-1-isocyanatocyclohexane stirred with a magnetic stirrer in a 50 ml erlenmeyer flask was added 1.57 grams (0.0201 moles) of ethylenediamine. Solids formed and the reaction mixture was diluted with pentane and stirred for 3 hours at room temperature. The pentane was stripped from the reaction mixture leaving a semi-solid. The semi-solid was slurried in cold pentane and filtered. The white solid filter cake was air dried and weighed 10.0 grams (75% crude ... Yields the product CC(C)(C)C(C)(O)C(=O)O. Reactants: ClCCl, CC(C)(C)C(C)(O)C=O, CSC, [O-][Cl+][O-], NS(=O)(=O)O, [Na+], C1CCOC1, O, O. As a reaction SMILES: [CH2:26]([Cl:27])[Cl:28].[CH3:10][C:11]([CH:12]=[O:13])([C:14]([CH3:15])([CH3:16])[CH3:17])[OH:18].[CH3:29][S:30][CH3:31].[Cl+:1]([O-:2])[O-:3].[NH2:5][S:6](=[O:7])(=[O:8])[OH:9].[Na+:4].[O:21]1[CH2:22][CH2:23][CH2:24][CH2:25]1.[OH2:19].[OH2:20]>>[CH3:10][C:11]([C:12](=[O:13])[OH:19])([C:14]([CH3:15])([CH3:16])[CH3:17])[OH:18]. The reactants are ClC=1C=NC(=NC1)C1=CC=C(C=C1)O (4-(5-chloro-pyrimidin-2-yl)-phenol), C(C)OC(=O)C1(CN(CC1)C(C1=CC=C(C=C1)Cl)=O)CI (1-(4-chloro-benzoyl)-3-iodomethyl-pyrrolidine-3-carboxylic acid ethyl ester). Yields the product C(C)OC(=O)C1(CN(CC1)C(C1=CC=C(C=C1)Cl)=O)COC1=CC=C(C=C1)C1=NC=C(C=N1)Cl (1-(4-Chloro-benzoyl)-3-[4-(5-chloro-pyrimidin-2-yl)-phenoxymethyl]-pyrrolidine-3-carboxylic acid ethyl ester), solid. Yield: 65.7%. RXN SMILES: [Cl:1][C:2]1[CH:3]=[N:4][C:5]([C:8]2[CH:13]=[CH:12][C:11]([OH:14])=[CH:10][CH:9]=2)=[N:6][CH:7]=1.[CH2:15]([O:17][C:18]([C:20]1([CH2:34]I)[CH2:24][CH2:23][N:22]([C:25](=[O:33])[C:26]2[CH:31]=[CH:30][C:29]([Cl:32])=[CH:28][CH:27]=2)[CH2:21]1)=[O:19])[CH3:16]>>[CH2:15]([O:17][C:18]([C:20]1([CH2:34][O:14][C:11]2[CH:12]=[CH:13][C:8]([C:5]3[N:4]=[CH:3][C:2]([Cl:1])=[CH:7][N:6]=3)=[CH:9][CH:10]=2)[CH2:24][CH2:23][N:22]([C:25](=[O:33])[C:26]2[CH:27]=[CH:28][C:29]([Cl:32])=[CH:30][CH:31]=2)[CH2:21]1)=[O:19])[CH3:16]. Reported procedure: The title compound was prepared according to the method described for Preparation 29 using 4-(5-chloro-pyrimidin-2-yl)-phenol (Preparation 19) and 1-(4-chloro-benzoyl)-3-iodomethyl-pyrrolidine-3-carboxylic acid ethyl ester (Preparation 13) to afford the racemate as a white solid (153 mg, 65.7%) Reaction SMILES: [CH3:1][C:2]([CH3:46])([CH3:45])[CH2:3][O:4][C:5](=[O:44])[N:6]=[C:7]([NH2:43])[C:8]1[CH:13]=[CH:12][C:11]([NH:14][CH:15]([C:29]2[N:33]=[C:32]([O:34][CH2:35]Cl)[N:31]([C:37]3[N:42]=[CH:41][CH:40]=[CH:39][N:38]=3)[N:30]=2)[C:16]2[CH:21]=[C:20]([O:22][CH3:23])[CH:19]=[C:18]([O:24][CH2:25][CH2:26][OH:27])[C:17]=2[F:28])=[CH:10][CH:9]=1.[I-].[Na+].C(=O)([O-])O.[K+].[CH:54]1([O:60][C:61](=[O:68])[C:62]([CH3:67])([CH3:66])[C:63]([OH:65])=[O:64])[CH2:59][CH2:58][CH2:57][CH2:56][CH2:55]1>O.C(OCC)(=O)C.CN(C=O)C>[CH:54]1([O:60][C:61](=[O:68])[C:62]([CH3:66])([CH3:67])[C:63]([O:65][CH2:35][O:34][C:32]2[N:31]([C:37]3[N:42]=[CH:41][CH:40]=[CH:39][N:38]=3)[N:30]=[C:29]([CH:15]([NH:14][C:11]3[CH:12]=[CH:13][C:8]([C:7]([NH2:43])=[N:6][C:5]([O:4][CH2:3][C:2]([CH3:46])([CH3:45])[CH3:1])=[O:44])=[CH:9][CH:10]=3)[C:16]3[CH:21]=[C:20]([O:22][CH3:23])[CH:19]=[C:18]([O:24][CH2:25][CH2:26][OH:27])[C:17]=3[F:28])[N:33]=2)=[O:64])[CH2:55][CH2:56][CH2:57][CH2:58][CH2:59]1 |f:1.2,3.4|. Yield: 96.3%. Reactants: CC(COC(N=C(C1=CC=C(C=C1)NC(C1=C(C(=CC(=C1)OC)OCCO)F)C1=NN(C(=N1)OCCl)C1=NC=CC=N1)N)=O)(C)C ([1-amino-1-[4-({(5-chloromethoxy-1-pyrimidin-2-yl-1H-[1,2,4]triazol-3-yl)-[2-fluoro-3-(2-hydroxyethoxy)-5-methoxyphenyl]methyl}amino)phenyl]methylidene]carbamic acid 2,2-dimethylpropyl ester), [I-].[Na+] (sodium iodide), C(O)([O-])=O.[K+] (potassium hydrogen carbonate), C1(CCCCC1)OC(C(C(=O)O)(C)C)=O (2,2-dimethylmalonic acid monocyclohexyl ester). Yields the product C1(CCCCC1)OC(C(C(=O)OCOC=1N(N=C(N1)C(C1=C(C(=CC(=C1)OC)OCCO)F)NC1=CC=C(C=C1)C(=NC(=O)OCC(C)(C)C)N)C1=NC=CC=N1)(C)C)=O (2,2-dimethylmalonic acid 5-{(4-{amino[2,2-dimethylpropoxycarbonylimino]methyl}phenylamino)-[2-fluoro-3-(2-hydroxyethoxy)-5-methoxyphenyl]methyl}-2-pyrimidin-2-yl-2H-[1,2,4]triazol-3-yloxymethyl ester cyclohexyl ester). The solvent is CN(C)C=O (DMF), O (water), C(C)(=O)OCC (Ethyl acetate). Run at time 3 day. Procedure: To a mixture of [1-amino-1-[4-({(5-chloromethoxy-1-pyrimidin-2-yl-1H-[1,2,4]triazol-3-yl)-[2-fluoro-3-(2-hydroxyethoxy)-5-methoxyphenyl]methyl}amino)phenyl]methylidene]carbamic acid 2,2-dimethylpropyl ester (Example 2b, 80 mg) and DMF (5 mL), sodium iodide (183 mg), potassium hydrogen carbonate (85.5 mg), and 2,2-dimethylmalonic acid monocyclohexyl ester (261 mg) were added, and the resulting mixture was stirred at room temperature for 3 days. Ethyl acetate (30 mL) and water (10 mL) were added t... Reactants: C1CCOC1, CC(C)c1ccc(=O)[nH]n1, OCc1cccc(-c2ncc(-c3cnn(CCN4CCOCC4)c3)cn2)c1, CC(C)OC(=O)N=NC(=O)OC(C)C, c1ccc(P(c2ccccc2)c2ccccc2)cc1. Yields the product CC(C)c1ccc(=O)n(Cc2cccc(-c3ncc(-c4cnn(CCN5CCOCC5)c4)cn3)c2)n1. Reaction SMILES: [CH2:71]1[O:72][CH2:73][CH2:74][CH2:75]1.[CH:28]([CH3:29])([CH3:30])[c:31]1[cH:32][cH:33][c:34](=[O:37])[nH:35][n:36]1.[O:1]1[CH2:2][CH2:3][N:4]([CH2:7][CH2:8][n:9]2[n:10][cH:11][c:12](-[c:14]3[cH:15][n:16][c:17](-[c:20]4[cH:21][c:22]([CH2:26][OH:27])[cH:23][cH:24][cH:25]4)[n:18][cH:19]3)[cH:13]2)[CH2:5][CH2:6]1.[O:57]=[C:58]([O:59][CH:60]([CH3:61])[CH3:62])[N:63]=[N:64][C:65]([O:66][CH:67]([CH3:68])[CH3:69])=[O:70].[c:38]1([P:39]([c:40]2[cH:41][cH:42][cH:43][cH:44][cH:45]2)[c:46]2[cH:47][cH:48][cH:49][cH:50][cH:51]2)[cH:52][cH:53][cH:54][cH:55][cH:56]1>>[O:1]1[CH2:2][CH2:3][N:4]([CH2:7][CH2:8][n:9]2[n:10][cH:11][c:12](-[c:14]3[cH:15][n:16][c:17](-[c:20]4[cH:21][c:22]([CH2:26][n:35]5[c:34](=[O:37])[cH:33][cH:32][c:31]([CH:28]([CH3:29])[CH3:30])[n:36]5)[cH:23][cH:24][cH:25]4)[n:18][cH:19]3)[cH:13]2)[CH2:5][CH2:6]1. Starting materials: O=C1SC(C(N1)=O)CC1=CC=C(OCC(=O)NC2=C(C=C(C=C2)OC2=CC(=C(C=C2)O)C(C)(C)C)N(C(OC(C)(C)C)=O)C)C=C1 (t-butyl N-{2-[4-(2,4-dioxothiazolidin-5-ylmethyl)phenoxyacetylamino]-5-(3-t-butyl-4-hydroxyphenoxy)phenyl}-N-methylcarbamate), Cl.O1CCOCC1 (hydrogen chloride dioxane). Reaction conditions: time 14 hour. Product: Cl.C(C)(C)(C)C=1C=C(OC=2C=CC3=C(N(C(=N3)COC3=CC=C(CC4C(NC(S4)=O)=O)C=C3)C)C2)C=CC1O (5-{4-[6-(3-t-Butyl-4-hydroxyphenoxy)-1-methyl-1H-benzimidazole-2-ylmethoxy]benzyl}thiazolidin-2,4-dione hydrochloride). As a reaction SMILES: [O:1]=[C:2]1[NH:6][C:5](=[O:7])[CH:4]([CH2:8][C:9]2[CH:46]=[CH:45][C:12]([O:13][CH2:14][C:15]([NH:17][C:18]3[CH:23]=[CH:22][C:21]([O:24][C:25]4[CH:30]=[CH:29][C:28]([OH:31])=[C:27]([C:32]([CH3:35])([CH3:34])[CH3:33])[CH:26]=4)=[CH:20][C:19]=3[N:36](C)[C:37](=O)OC(C)(C)C)=O)=[CH:11][CH:10]=2)[S:3]1.[ClH:47].O1CCOCC1>>[ClH:47].[C:32]([C:27]1[CH:26]=[C:25]([CH:30]=[CH:29][C:28]=1[OH:31])[O:24][C:21]1[CH:22]=[CH:23][C:18]2[N:17]=[C:15]([CH2:14][O:13][C:12]3[CH:11]=[CH:10][C:9]([CH2:8][CH:4]4[S:3][C:2](=[O:1])[NH:6][C:5]4=[O:7])=[CH:46][CH:45]=3)[N:36]([CH3:37])[C:19]=2[CH:20]=1)([CH3:34])([CH3:35])[CH3:33] |f:1.2,3.4|. Procedure details: A mixture of t-butyl N-{2-[4-(2,4-dioxothiazolidin-5-ylmethyl)phenoxyacetylamino]-5-(3-t-butyl-4-hydroxyphenoxy)phenyl}-N-methylcarbamate (1.75 g) and 4N hydrogen chloride/dioxane (20 ml) was stirred at room temperature for 14 hours. The solvent of the reaction mixture was evaporated to dryness and to the residue was added ethyl acetate and insoluble product was isolated by filtration and washed with ethyl acetate to give the title compound (1.11 g).